From a dataset of the Open Reaction Database (ORD), a public repository of structured organic reaction records. describe an organic reaction: reactants, conditions, products, and yield The reactants are BrC=1C(=C(SC1C1=NN(C=N1)C1OCCCC1)C1=CN=NC=C1)C#N (4-bromo-2-pyridazin-4-yl-5-[1-(tetrahydro-2H-pyran-2-yl)-1H-1,2,4-triazol-3-yl]thiophene-3-carbonitrile), [Br-].C1=C(C=CC2=CC=CC=C12)C[Zn+] (2-naphthylmethylzinc bromide), O1CCCC1 (tetrahydrofuran), O1CCCC1 (tetrahydrofuran). Reagents/catalysts: CC(C)([P](C(C)(C)C)([Pd][P](C(C)(C)C)(C(C)(C)C)C(C)(C)C)C(C)(C)C)C (Bis(tri-t-butylphosphine)palladium(0)). Run at temperature 70 celsius. Yields the product C1=C(C=CC2=CC=CC=C12)CC=1C(=C(SC1C1=NN(C=N1)C1OCCCC1)C1=CN=NC=C1)C#N (4-(2-Naphthylmethyl)-2-pyridazin-4-yl-5-[1-(tetrahydro-2H-pyran-2-yl)-1H-1,2,4-triazol-3-yl]thiophene-3-carbonitrile). Yield: 72.0%. Reaction SMILES: Br[C:2]1[C:3]([C:24]#[N:25])=[C:4]([C:18]2[CH:23]=[CH:22][N:21]=[N:20][CH:19]=2)[S:5][C:6]=1[C:7]1[N:11]=[CH:10][N:9]([CH:12]2[CH2:17][CH2:16][CH2:15][CH2:14][O:13]2)[N:8]=1.[Br-].[CH:27]1[C:36]2[C:31](=[CH:32][CH:33]=[CH:34][CH:35]=2)[CH:30]=[CH:29][C:28]=1[CH2:37][Zn+].O1CCCC1>CC(C)([P](C(C)(C)C)([Pd][P](C(C)(C)C)(C(C)(C)C)C(C)(C)C)C(C)(C)C)C>[CH:27]1[C:36]2[C:31](=[CH:32][CH:33]=[CH:34][CH:35]=2)[CH:30]=[CH:29][C:28]=1[CH2:37][C:2]1[C:3]([C:24]#[N:25])=[C:4]([C:18]2[CH:23]=[CH:22][N:21]=[N:20][CH:19]=2)[S:5][C:6]=1[C:7]1[N:11]=[CH:10][N:9]([CH:12]2[CH2:17][CH2:16][CH2:15][CH2:14][O:13]2)[N:8]=1 |f:1.2,^1:46,52|. Procedure: Bis(tri-t-butylphosphine)palladium(0) (4.92 mg, 0.00963 mmol), 4-bromo-2-pyridazin-4-yl-5-[1-(tetrahydro-2H-pyran-2-yl)-1H-1,2,4-triazol-3-yl]thiophene-3-carbonitrile (0.0402 g, 0.0963 mmol), 2-naphthylmethylzinc bromide in tetrahydrofuran (0.50M, 0.578 mL, 0.289 mmol) and tetrahydrofuran (4.0 mL, 49 mmol) were added to a microwave tube. The tube was sealed under a nitrogen atmosphere and heated at 70° C. for 2 h then cooled to rt. The mixture was concentrated in vacuo and the residue was purifi...